From a dataset of the Open Reaction Database (ORD), a public repository of structured organic reaction records. describe an organic reaction: reactants, conditions, products, and yield Reactants: C(C1=CC=CC=C1)N1C[C@H](CC[C@H]1CCO)NC(=O)C1=NN(C2=CC=CC=C12)C(C)C (N-[cis-1-Benzyl-6-(2-hydroxyethyl)piperidin-3-yl]-1-isopropyl-1H-indazole-3-carboxamide). The reagents and catalysts are [Pd] (palladium on carbon). The solvent is CO (methanol). Reaction conditions: time 4 hour. The product is OCC[C@@H]1CC[C@@H](CN1)NC(=O)C1=NN(C2=CC=CC=C12)C(C)C (N-[cis-6-(2-Hydroxyethyl)piperidin-3-yl]-1-isopropyl-1H-indazole-3-carboxamide). Yield: 66.9%. As a reaction SMILES: C([N:8]1[C@H:13]([CH2:14][CH2:15][OH:16])[CH2:12][CH2:11][C@H:10]([NH:17][C:18]([C:20]2[C:28]3[C:23](=[CH:24][CH:25]=[CH:26][CH:27]=3)[N:22]([CH:29]([CH3:31])[CH3:30])[N:21]=2)=[O:19])[CH2:9]1)C1C=CC=CC=1>[Pd].CO>[OH:16][CH2:15][CH2:14][C@H:13]1[NH:8][CH2:9][C@@H:10]([NH:17][C:18]([C:20]2[C:28]3[C:23](=[CH:24][CH:25]=[CH:26][CH:27]=3)[N:22]([CH:29]([CH3:31])[CH3:30])[N:21]=2)=[O:19])[CH2:11][CH2:12]1. Procedure details: The mixture of N-[cis-1-benzyl-6-(2-hydroxyethyl)piperidin-3-yl]-1-isopropyl-1H-indazole-3-carboxamide (276 mg, 0.66 mmol, step 9 of Example 1) and 10 wt. % palladium on carbon (30 mg) in methanol (5 mL) was stirred under hydrogen (1 atom) at room temperature for 4 h. The mixture was filtered through a pad of Celite washing with methanol and the filtrate was concentrated under reduced pressure. The resulting residue was chromatographed on a column of silica gel eluting with dichloromethane/metha... Starting materials: BrC1=CC2=C(N(C(C3=CN=CC=C23)=O)C)C=C1OC[C@H](CC(C)C)NC(OC(C)(C)C)=O ((S)-tert-butyl (1-((9-bromo-6-methyl-5-oxo-5,6-dihydrobenzo[c][2,7]naphthyridin-8-yl)oxy)-4-methylpentan-2-yl)carbamate), CB1OB(OB(O1)C)C (2,4,6-trimethyl-1,3,5,2,4,6-trioxatriborinane), C(=O)([O-])[O-].[Cs+].[Cs+] (Cs2CO3). Reagents/catalysts: C1=CC=C(C=C1)P([C-]2C=CC=C2)C3=CC=CC=C3.C1=CC=C(C=C1)P([C-]2C=CC=C2)C3=CC=CC=C3.Cl[Pd]Cl.[Fe+2] (PdCl2(dppf)). The solvent is O1CCOCC1 (1,4-dioxane), O (water). Reaction conditions: temperature 90 celsius. Product: CN1C(C2=CN=CC=C2C2=C1C=C(C(=C2)C)OC[C@H](CC(C)C)NC(OC(C)(C)C)=O)=O ((S)-tert-butyl (1-((6,9-dimethyl-5-oxo-5,6-dihydrobenzo[c][2,7]naphthyridin-8-yl)oxy)-4-methylpentan-2-yl)carbamate). Isolated yield 37.0%. As a reaction SMILES: Br[C:2]1[C:17]([O:18][CH2:19][C@@H:20]([NH:25][C:26](=[O:32])[O:27][C:28]([CH3:31])([CH3:30])[CH3:29])[CH2:21][CH:22]([CH3:24])[CH3:23])=[CH:16][C:5]2[N:6]([CH3:15])[C:7](=[O:14])[C:8]3[C:13]([C:4]=2[CH:3]=1)=[CH:12][CH:11]=[N:10][CH:9]=3.[CH3:33]B1OB(C)OB(C)O1.C([O-])([O-])=O.[Cs+].[Cs+]>O1CCOCC1.O.C1C=CC(P(C2C=CC=CC=2)[C-]2C=CC=C2)=CC=1.C1C=CC(P(C2C=CC=CC=2)[C-]2C=CC=C2)=CC=1.Cl[Pd]Cl.[Fe+2]>[CH3:15][N:6]1[C:5]2[CH:16]=[C:17]([O:18][CH2:19][C@@H:20]([NH:25][C:26](=[O:32])[O:27][C:28]([CH3:30])([CH3:29])[CH3:31])[CH2:21][CH:22]([CH3:24])[CH3:23])[C:2]([CH3:33])=[CH:3][C:4]=2[C:13]2[C:8](=[CH:9][N:10]=[CH:11][CH:12]=2)[C:7]1=[O:14] |f:2.3.4,7.8.9.10|. Procedure details: In a 10 mL round-bottomed flask, (S)-tert-butyl (1-((9-bromo-6-methyl-5-oxo-5,6-dihydrobenzo[c][2,7]naphthyridin-8-yl)oxy)-4-methylpentan-2-yl)carbamate (as prepared in Ex. 3, Part A) (150 mg, 0.297 mmol), 2,4,6-trimethyl-1,3,5,2,4,6-trioxatriborinane (41.1 mg, 0.327 mmol), Cs2CO3 (291 mg, 0.892 mmol) and PdCl2(dppf) (21.76 mg, 0.030 mmol) were taken up in a mixture of 1,4-dioxane (2 mL) and water (0.1 mL). The reaction mixture was purged with nitrogen for 5 min and heated at 90° C. for 15 h. 1,... Starting materials: CCCCCCNC(=S)Nc1ccc(-c2cccc(S(=O)(=O)c3cc(C(=N)NC(=O)OC(C)(C)C)sc3SC)c2)c(C)c1, CO, O=[Hg], N. The product is CCCCCCN=C(N)Nc1ccc(-c2cccc(S(=O)(=O)c3cc(C(=N)NC(=O)OC(C)(C)C)sc3SC)c2)c(C)c1. RXN SMILES: [C:1]([CH3:2])([CH3:3])([CH3:4])[O:5][C:6]([NH:7][C:8](=[NH:9])[c:10]1[s:11][c:12]([S:41][CH3:42])[c:13]([S:15](=[O:16])(=[O:17])[c:18]2[cH:19][c:20](-[c:24]3[c:25]([CH3:40])[cH:26][c:27]([NH:30][C:31](=[S:32])[NH:33][CH2:34][CH2:35][CH2:36][CH2:37][CH2:38][CH3:39])[cH:28][cH:29]3)[cH:21][cH:22][cH:23]2)[cH:14]1)=[O:43].[CH3:45][OH:46].[Hg:47]=[O:48].[NH3:44]>>[C:1]([CH3:2])([CH3:3])([CH3:4])[O:5][C:6]([NH:7][C:8](=[NH:9])[c:10]1[s:11][c:12]([S:41][CH3:42])[c:13]([S:15](=[O:16])(=[O:17])[c:18]2[cH:19][c:20](-[c:24]3[c:25]([CH3:40])[cH:26][c:27]([NH:30][C:31](=[N:33][CH2:34][CH2:35][CH2:36][CH2:37][CH2:38][CH3:39])[NH2:44])[cH:28][cH:29]3)[cH:21][cH:22][cH:23]2)[cH:14]1)=[O:43]. The reactants are CCOC(=O)CCc1c(O)c2ccccc2oc1=O, BrCc1ccccc1, C1CCOC1, CC(C)[N-]C(C)C, [Li+]. Product: CCOC(=O)C(Cc1ccccc1)Cc1c(O)c2ccccc2oc1=O. As a reaction SMILES: [CH2:1]([CH3:2])[O:3][C:4]([CH2:5][CH2:6][c:7]1[c:8](=[O:18])[o:9][c:10]2[cH:11][cH:12][cH:13][cH:14][c:15]2[c:16]1[OH:17])=[O:19].[CH2:28]([c:29]1[cH:30][cH:31][cH:32][cH:33][cH:34]1)[Br:35].[CH2:36]1[O:37][CH2:38][CH2:39][CH2:40]1.[CH3:21][CH:22]([N-:23][CH:24]([CH3:25])[CH3:26])[CH3:27].[Li+:20]>>[CH2:1]([CH3:2])[O:3][C:4]([CH:5]([CH2:6][c:7]1[c:8](=[O:18])[o:9][c:10]2[cH:11][cH:12][cH:13][cH:14][c:15]2[c:16]1[OH:17])[CH2:28][c:29]1[cH:30][cH:31][cH:32][cH:33][cH:34]1)=[O:19]. Reactants: ClC1=C(C=C(C=C1)[N+](=O)[O-])NC(CC(C(C)(C)C)=O)=O (N-(2-chloro-5-nitrophenyl)-α-pivaloylacetic acid amide). Run in C(Cl)Cl (methylene chloride). Product: ClC1=C(N)C=C(C=C1)[N+](=O)[O-] (2-chloro-5-nitroaniline), pivaloylacetic acid ester. Reaction SMILES: [Cl:1][C:2]1[CH:7]=[CH:6][C:5]([N+:8]([O-:10])=[O:9])=[CH:4][C:3]=1[NH:11]C(=O)CC(=O)C(C)(C)C>C(Cl)Cl>[Cl:1][C:2]1[CH:7]=[CH:6][C:5]([N+:8]([O-:10])=[O:9])=[CH:4][C:3]=1[NH2:11]. Reported procedure: In 10 ml of methylene chloride, was dissolved 2.9 g (0.01 mol) of N-(2-chloro-5-nitrophenyl)-α-pivaloylacetic acid amide, which is easily obtained by a reaction of 2-chloro-5-nitroaniline with pivaloylacetic acid ester; and then to this was added, slowly, 1.50 g (0.00525 mol) of 1,3-dibromo-5,5-dimethylhydantoin, on an ice bath, followed by stirring for 1 hour.